From a dataset of the Open Reaction Database (ORD), a public repository of structured organic reaction records. describe an organic reaction: reactants, conditions, products, and yield Starting materials: C(C1=CC=CC=C1)OC1=C(N(C(=CC1=O)CNS(=O)(=O)C1=CC=C(C=C1)C)C)C(=O)O (3-Benzyloxy-1-methyl-4-oxo-6-[(toluene-4-sulfonylamino)-methyl]-1,4-dihydro-pyridine-2-carboxylic acid), C1(=CC=CC=C1)S(=O)(=O)C(C1=CC(C(=C(N1C)C(=O)O)O)=O)N (6-(benzene sulfonyl amino-methyl)-3-hydroxy-1-methyl-4-oxo-1,4-dihydro-pyridine-2-carboxylic acid). Product: OC1=C(N(C(=CC1=O)CNS(=O)(=O)C1=CC=C(C=C1)C)C)C(=O)O (3-Hydroxy-1-methyl-4-oxo-6-[(toluene-4-sulfonylamino)-methyl]-1,4-dihydro-pyridine-2-carboxylic acid). Yield: 9.4%. As a reaction SMILES: C([O:8][C:9]1[C:14](=[O:15])[CH:13]=[C:12]([CH2:16][NH:17][S:18]([C:21]2[CH:26]=[CH:25][C:24]([CH3:27])=[CH:23][CH:22]=2)(=[O:20])=[O:19])[N:11]([CH3:28])[C:10]=1[C:29]([OH:31])=[O:30])C1C=CC=CC=1.C1(S(C(N)C2N(C)C(C(O)=O)=C(O)C(=O)C=2)(=O)=O)C=CC=CC=1>>[OH:8][C:9]1[C:14](=[O:15])[CH:13]=[C:12]([CH2:16][NH:17][S:18]([C:21]2[CH:26]=[CH:25][C:24]([CH3:27])=[CH:23][CH:22]=2)(=[O:19])=[O:20])[N:11]([CH3:28])[C:10]=1[C:29]([OH:31])=[O:30]. Reported procedure: 3-Hydroxy-1-methyl-4-oxo-6-[(toluene-4-sulfonylamino)-methyl]-1,4-dihydro-pyridine-2-carboxylic acid (14-06) (30.0 mg, 9.41%, purified by Prep-HPLC) was synthesized as an off white solid from 3-benzyloxy-1-methyl-4-oxo-6-[(toluene-4-sulfonylamino)-methyl]-1,4-dihydro-pyridine-2-carboxylic acid (13-06) 400.0 mg, 0.905 mmol) following the procedure described for 6-(benzenesulfonylamino-methyl)-3-hydroxy-1-methyl-4-oxo-1,4-dihydro-pyridine-2-carboxylic acid (14-01). Reactants: O1C=NC(=C1)CN (oxazol-4-ylmethanamine), N1N=C(C=C1)CN ((1H-pyrazol-3-yl)methanamine), FC1=CC=C(CN2C(N(CC2)C=2C=C(C(=O)O)C=CN2)=O)C=C1 (2-(3-(4-fluorobenzyl)-2-oxoimidazolidin-1-yl)isonicotinic acid). Product: N1N=C(C=C1)CNC(C1=CC(=NC=C1)N1C(N(CC1)CC1=CC=C(C=C1)F)=O)=O (N-((1H-pyrazol-3-yl)methyl)-2-(3-(4-fluorobenzyl)-2-oxoimidazolidin-1-yl)isonicotinamide). Yield: 23.0%. RXN SMILES: O1C=C(CN)N=C1.[NH:8]1[CH:12]=[CH:11][C:10]([CH2:13][NH2:14])=[N:9]1.[F:15][C:16]1[CH:37]=[CH:36][C:19]([CH2:20][N:21]2[CH2:25][CH2:24][N:23]([C:26]3[CH:27]=[C:28]([CH:32]=[CH:33][N:34]=3)[C:29](O)=[O:30])[C:22]2=[O:35])=[CH:18][CH:17]=1>>[NH:8]1[CH:12]=[CH:11][C:10]([CH2:13][NH:14][C:29](=[O:30])[C:28]2[CH:32]=[CH:33][N:34]=[C:26]([N:23]3[CH2:24][CH2:25][N:21]([CH2:20][C:19]4[CH:18]=[CH:17][C:16]([F:15])=[CH:37][CH:36]=4)[C:22]3=[O:35])[CH:27]=2)=[N:9]1. Reported procedure: Following the procedure as described in Example 14, making variations as required to replace oxazol-4-ylmethanamine with (1H-pyrazol-3-yl)methanamine to react with 2-(3-(4-fluorobenzyl)-2-oxoimidazolidin-1-yl)isonicotinic acid, N-((1H-pyrazol-3-yl)methyl)-2-(3-(4-fluorobenzyl)-2-oxoimidazolidin-1-yl)isonicotinamide was obtained as a colorless solid in 23% yield: mp 178-180° C.; 1H NMR (300 MHz, CDCl3) δ 8.60 (s, 1H), 8.33-8.24 (m, 2H), 7.45-7.37 (m, 2H), 7.32-7.17 (m, 3H), 7.04-6.94 (m, 2H), 6.2... The reactants are C(C)(=O)OC=1C(=CC2=C(C=C(O2)CCCCCCCC)C1C(C)(C)C)C(C)(C)C (5-acetoxy-4,6-di-tert-butyl-2-octylbenzofuran), [H-].[Al+3].[Li+].[H-].[H-].[H-] (Lithium aluminum hydride), Cl (HCl), O (water). Solvent: O1CCCC1 (tetrahydrofuran), O1CCCC1 (tetrahydrofuran). The product is C(C)(C)(C)C1=C(C(=CC2=C1C=CO2)C(C)(C)C)O (4,6-di-tert-butyl-5-hydroxybenzofuran). Isolated yield 132.5%. As a reaction SMILES: [H-].[Al+3].[Li+].[H-].[H-].[H-].C([O:10][C:11]1[C:12]([C:32]([CH3:35])([CH3:34])[CH3:33])=[CH:13][C:14]2[O:18][C:17](CCCCCCCC)=[CH:16][C:15]=2[C:27]=1[C:28]([CH3:31])([CH3:30])[CH3:29])(=O)C.O.Cl>O1CCCC1>[C:28]([C:27]1[C:15]2[CH:16]=[CH:17][O:18][C:14]=2[CH:13]=[C:12]([C:32]([CH3:35])([CH3:34])[CH3:33])[C:11]=1[OH:10])([CH3:31])([CH3:30])[CH3:29] |f:0.1.2.3.4.5|. Procedure details: Lithium aluminum hydride (0.26 g) was suspended in tetrahydrofuran (50 ml) under a nitrogen atmosphere and a solution of 5-acetoxy-4,6-di-tert-butyl-2-octylbenzofuran (2.7 g) in tetrahydrofuran (20 ml) was added to the suspension under cooling with ice. After heating under reflux for 3 h, the mixture was cooled to room temperature and water was added dropwise. After adding 10% aqueous HCl (50 ml), the mixture was subjected to extraction with ethyl acetate. The organic layer was dried over anhydr... Starting materials: O=S1CCN(c2nc(Cl)nc3c(NCc4ccccc4)ncnc23)CC1, NC1CCC(O)CC1. The product is O=S1CCN(c2nc(NC3CCC(O)CC3)nc3c(NCc4ccccc4)ncnc23)CC1. As a reaction SMILES: [CH2:1]([c:2]1[cH:3][cH:4][cH:5][cH:6][cH:7]1)[NH:8][c:9]1[n:10][cH:11][n:12][c:13]2[c:14]1[n:15][c:16]([Cl:26])[n:17][c:18]2[N:19]1[CH2:20][CH2:21][S:22](=[O:25])[CH2:23][CH2:24]1.[OH:27][CH:28]1[CH2:29][CH2:30][CH:31]([NH2:34])[CH2:32][CH2:33]1>>[CH2:1]([c:2]1[cH:3][cH:4][cH:5][cH:6][cH:7]1)[NH:8][c:9]1[n:10][cH:11][n:12][c:13]2[c:14]1[n:15][c:16]([NH:34][CH:31]1[CH2:30][CH2:29][CH:28]([OH:27])[CH2:33][CH2:32]1)[n:17][c:18]2[N:19]1[CH2:20][CH2:21][S:22](=[O:25])[CH2:23][CH2:24]1. The reactants are FCC1(NC(OC1)=O)C (4-(fluoromethyl)-4-methyloxazolidin-2-one), C(C)(C)(C)OCl (tert-butylhypochlorite). The solvent is CO (MeOH). Conditions: time 2 hour. Product: ClN1C(OCC1(C)CF)=O (3-chloro-4-(fluoromethyl)-4-methyloxazolidin-2-one). Yield: 99.4%. As a reaction SMILES: [F:1][CH2:2][C:3]1([CH3:9])[CH2:7][O:6][C:5](=[O:8])[NH:4]1.C(O[Cl:15])(C)(C)C>CO>[Cl:15][N:4]1[C:3]([CH2:2][F:1])([CH3:9])[CH2:7][O:6][C:5]1=[O:8]. Procedure: A solution of 4-(fluoromethyl)-4-methyloxazolidin-2-one (245 mg, 1.82 mmol) in MeOH (5 ml) was cooled to 0° C. and tert-butylhypochlorite (251 mg, 2.3 mmol) was added dropwise. The solution was stirred for 2 h, concentrated in vacuo, and the residue purified by flash chromatography (0% to 10% MeOH in DCM) to afford the title compound as a white solid (303 mg, 100%). 1H NMR (CDCl3, 400 MHz) δ 1.38 (d, J=2.4 Hz, 3H), 4.22 (dd, J=1.2, 8.8 Hz), 1H), 4.24 (d, J=11.2 Hz, 0.5H), 4.35 (d, J=10.4 Hz, 0.5... Starting materials: [N+](=O)([O-])C=1C=C(C=CC1)C(=CC=O)C1=CC(=CC=C1)[N+](=O)[O-] (3,3-bis(3-nitrophenyl)-2-propenal), C(=O)(OCC)C=P(C1=CC=CC=C1)(C1=CC=CC=C1)C1=CC=CC=C1 ((carboethoxymethylene)triphenylphosphorane), C(C)O (ethanol), esters. The product is C(C)OC(\C=C\C=C(C1=CC(=CC=C1)[N+](=O)[O-])C1=CC(=CC=C1)[N+](=O)[O-])=O ((E)-5,5-bis(3-nitrophenyl)-2,4-pentadienoic acid ethyl ester). RXN SMILES: [N+:1]([C:4]1[CH:5]=[C:6]([C:10]([C:14]2[CH:19]=[CH:18][CH:17]=[C:16]([N+:20]([O-:22])=[O:21])[CH:15]=2)=[CH:11]C=O)[CH:7]=[CH:8][CH:9]=1)([O-:3])=[O:2].[C:23]([CH:28]=P(C1C=CC=CC=1)(C1C=CC=CC=1)C1C=CC=CC=1)([O:25][CH2:26][CH3:27])=[O:24].[CH2:48](O)C>>[CH2:26]([O:25][C:23](=[O:24])/[CH:28]=[CH:48]/[CH:11]=[C:10]([C:14]1[CH:19]=[CH:18][CH:17]=[C:16]([N+:20]([O-:22])=[O:21])[CH:15]=1)[C:6]1[CH:7]=[CH:8][CH:9]=[C:4]([N+:1]([O-:3])=[O:2])[CH:5]=1)[CH3:27]. Procedure: As in Example 99, a solution of 3,3-bis(3-nitrophenyl)-2-propenal (7.9 g) and (carboethoxymethylene)triphenylphosphorane (9.75 g) in ethanol was stirred at room temperature for 1 hour. The usual work up gave a mixture of esters which was crystallized from dichloromethane-hexane to furnish 6.7 g of (E)-5,5-bis(3-nitrophenyl)-2,4-pentadienoic acid ethyl ester, mp 121°-123° C. Recrystallization from the same solvent gave the analytical sample, mp 122°-123° C. Anal. Calculated for C19H16N2O6 : C, 61... The reactants are CC1(C)CC(=O)c2c(C(=O)O)coc2C1, COc1ccc(N)c(F)c1. The product is COc1ccc(NC(=O)c2coc3c2C(=O)CC(C)(C)C3)c(F)c1. As a reaction SMILES: [CH3:1][C:2]1([CH3:15])[CH2:3][c:4]2[c:5]([c:6]([C:9](=[O:10])[OH:11])[cH:7][o:8]2)[C:12](=[O:14])[CH2:13]1.[F:16][c:17]1[c:18]([NH2:19])[cH:20][cH:21][c:22]([O:24][CH3:25])[cH:23]1>>[CH3:1][C:2]1([CH3:15])[CH2:3][c:4]2[c:5]([c:6]([C:9](=[O:11])[NH:19][c:18]3[c:17]([F:16])[cH:23][c:22]([O:24][CH3:25])[cH:21][cH:20]3)[cH:7][o:8]2)[C:12](=[O:14])[CH2:13]1. The reactants are BrCCC=C1C2=C(CCC3=C1C=CC=C3)C=CC=C2 (5-(3-bromopropylidene)-10,11-dihydro-5H-dibenzo[a,d]cycloheptene), N1CCC(CC1)CCCC(=O)OCC (ethyl 4(piperidin-4-yl)butyrate), C([O-])([O-])=O.[K+].[K+] (potassium carbonate), CN(C=O)C (N,N-dimethylformamide). Solvent: O (water), C1=CC=CC=C1 (benzene). Conditions: temperature 120 celsius. The product is C(C)OC(CCCC1CCN(CC1)CCC=C1C2=C(CCC3=C1C=CC=C3)C=CC=C2)=O (4-(1-(3-(10,11-dihydro-5H-dibenzo[a,d]cyclohepten-5-ylidene)-1-propyl)piperidin-4-yl)butyric acid ethyl ester). Isolated yield 80.7%. Reaction SMILES: Br[CH2:2][CH2:3][CH:4]=[C:5]1[C:11]2[CH:12]=[CH:13][CH:14]=[CH:15][C:10]=2[CH2:9][CH2:8][C:7]2[CH:16]=[CH:17][CH:18]=[CH:19][C:6]1=2.[NH:20]1[CH2:25][CH2:24][CH:23]([CH2:26][CH2:27][CH2:28][C:29]([O:31][CH2:32][CH3:33])=[O:30])[CH2:22][CH2:21]1.C(=O)([O-])[O-].[K+].[K+].CN(C)C=O>O.C1C=CC=CC=1>[CH2:32]([O:31][C:29](=[O:30])[CH2:28][CH2:27][CH2:26][CH:23]1[CH2:24][CH2:25][N:20]([CH2:2][CH2:3][CH:4]=[C:5]2[C:11]3[CH:12]=[CH:13][CH:14]=[CH:15][C:10]=3[CH2:9][CH2:8][C:7]3[CH:16]=[CH:17][CH:18]=[CH:19][C:6]2=3)[CH2:21][CH2:22]1)[CH3:33] |f:2.3.4|. Reported procedure: A mixture of 5-(3-bromopropylidene)-10,11-dihydro-5H-dibenzo[a,d]cycloheptene (5.8 g, 19.8 mmol), ethyl 4(piperidin-4-yl)butyrate (6.1 g, 29 mmol), potassium carbonate (2.9 g, 21 mmol) and N,N-dimethylformamide (10 ml) was heated at 120° C. for 5 h. After cooling, benzene (50 ml) and water (50 ml) were added and the phases were separated. The organic phase was dried and the solvent was evaporated in vacuo. The residue was purified by column chromatography on silica gel (50 g) using mixtures of b... Procedure details: In a manner analogous to the method described in example 3, rac-(4S*,5R*)-4,5-Bis-(4-chloro-phenyl)-2-(2-isopropoxy-4-methoxy-phenyl)-4,5-dimethyl-4,5-dihydro-1H-imidazole was reacted with phosgene in the presence of triethylamine to give the title compound. Yields the product ClC1=CC=C(C=C1)C1(N=C(N(C1(C)C1=CC=C(C=C1)Cl)C(=O)Cl)C1=C(C=C(C=C1)OC)OC(C)C)C (rac-(4S*,5R*)-4,5-Bis-(4-chloro-phenyl)-2-(2-isopropoxy-4-methoxy-phenyl)-4,5-dimethyl-4,5-dihydro-imidazole-1-carbonyl chloride). Reactants: ClC1=CC=C(C=C1)C1(N=C(NC1(C)C1=CC=C(C=C1)Cl)C1=C(C=C(C=C1)OC)OC(C)C)C (rac-(4S*,5R*)-4,5-Bis-(4-chloro-phenyl)-2-(2-isopropoxy-4-methoxy-phenyl)-4,5-dimethyl-4,5-dihydro-1H-imidazole), C(=O)(Cl)Cl (phosgene). Run in C(C)N(CC)CC (triethylamine). Reaction SMILES: [Cl:1][C:2]1[CH:7]=[CH:6][C:5]([C:8]2([CH3:33])[C:12]([C:14]3[CH:19]=[CH:18][C:17]([Cl:20])=[CH:16][CH:15]=3)([CH3:13])[NH:11][C:10]([C:21]3[CH:26]=[CH:25][C:24]([O:27][CH3:28])=[CH:23][C:22]=3[O:29][CH:30]([CH3:32])[CH3:31])=[N:9]2)=[CH:4][CH:3]=1.[C:34](Cl)([Cl:36])=[O:35]>C(N(CC)CC)C>[Cl:1][C:2]1[CH:3]=[CH:4][C:5]([C:8]2([CH3:33])[C:12]([C:14]3[CH:15]=[CH:16][C:17]([Cl:20])=[CH:18][CH:19]=3)([CH3:13])[N:11]([C:34]([Cl:36])=[O:35])[C:10]([C:21]3[CH:26]=[CH:25][C:24]([O:27][CH3:28])=[CH:23][C:22]=3[O:29][CH:30]([CH3:31])[CH3:32])=[N:9]2)=[CH:6][CH:7]=1.